Dataset: the Open Reaction Database (ORD), a public repository of structured organic reaction records. Task: describe an organic reaction: reactants, conditions, products, and yield Yields the product CN(C)C(=O)c1ccc(-c2ccc(N3CCCC4(CCN(C5CCC(O)CC5)C4=O)C3)c(F)c2)cn1. As a reaction SMILES: [Br:21][c:22]1[cH:23][c:24]([F:46])[c:25]([N:28]2[CH2:29][C:30]3([CH2:31][CH2:32][N:33]([CH:36]4[CH2:37][CH2:38][CH:39]([OH:42])[CH2:40][CH2:41]4)[C:34]3=[O:35])[CH2:43][CH2:44][CH2:45]2)[cH:26][cH:27]1.[CH3:1][N:2]([C:3](=[O:4])[c:5]1[n:6][cH:7][c:8]([B:11]2[O:12][C:13]([CH3:14])([CH3:15])[C:16]([CH3:17])([CH3:18])[O:19]2)[cH:9][cH:10]1)[CH3:20]>>[CH3:1][N:2]([C:3](=[O:4])[c:5]1[n:6][cH:7][c:8](-[c:22]2[cH:23][c:24]([F:46])[c:25]([N:28]3[CH2:29][C:30]4([CH2:31][CH2:32][N:33]([CH:36]5[CH2:37][CH2:38][CH:39]([OH:42])[CH2:40][CH2:41]5)[C:34]4=[O:35])[CH2:43][CH2:44][CH2:45]3)[cH:26][cH:27]2)[cH:9][cH:10]1)[CH3:20]. Starting materials: O=C1N(C2CCC(O)CC2)CCC12CCCN(c1ccc(Br)cc1F)C2, CN(C)C(=O)c1ccc(B2OC(C)(C)C(C)(C)O2)cn1. Reactants: ClCCN1N=C2N(CCCC2)C1=O (2-(2-Chloroethyl)-5,6,7,8-tetrahydro-1,2,4-triazolo[4,3-a]pyridin-3(2H)-one), [I-].[Na+] (sodium iodide), FC1=CC=C(C=C1)C(=C1CCNCC1)C1=CC=C(C=C1)F (4-[bis(4-fluorophenyl)methylene]piperidine), C([O-])([O-])=O.[K+].[K+] (potassium carbonate). Run in C(C)#N (acetonitrile). Product: FC1=CC=C(C=C1)C(=C1CCN(CC1)CCN1N=C2N(CCCC2)C1=O)C1=CC=C(C=C1)F (2-[2-[4-[Bis(4-fluorophenyl)methylene]piperidin-1-yl]ethyl]-5,6,7,8-tetrahydro-1,2,4-triazolo[4,3-a1pyridin-3(2H)-one). The yield is 88.5%. Reaction SMILES: Cl[CH2:2][CH2:3][N:4]1[C:12](=[O:13])[N:7]2[CH2:8][CH2:9][CH2:10][CH2:11][C:6]2=[N:5]1.[I-].[Na+].[F:16][C:17]1[CH:22]=[CH:21][C:20]([C:23]([C:30]2[CH:35]=[CH:34][C:33]([F:36])=[CH:32][CH:31]=2)=[C:24]2[CH2:29][CH2:28][NH:27][CH2:26][CH2:25]2)=[CH:19][CH:18]=1.C(=O)([O-])[O-].[K+].[K+]>C(#N)C>[F:36][C:33]1[CH:34]=[CH:35][C:30]([C:23]([C:20]2[CH:19]=[CH:18][C:17]([F:16])=[CH:22][CH:21]=2)=[C:24]2[CH2:29][CH2:28][N:27]([CH2:2][CH2:3][N:4]3[C:12](=[O:13])[N:7]4[CH2:8][CH2:9][CH2:10][CH2:11][C:6]4=[N:5]3)[CH2:26][CH2:25]2)=[CH:31][CH:32]=1 |f:1.2,4.5.6|. Procedure: 2-(2-Chloroethyl)-5,6,7,8-tetrahydro-1,2,4-triazolo[4,3-a]pyridin-3(2H)-one (26.8 g), 31.5 g of sodium iodide and 400 mλ of acetonitrile were refluxed for 30 minutes. To the reaction mixture were added 38.2 g of 4-[bis(4-fluorophenyl)methylene]piperidine and 27.6 g of potassium carbonate, followed by heating at reflux for 8 hours. The insoluble material was removed by filtration, and the filtrate was concentrated to dryness under reduced pressure. The residue was dissolved in 200 mλ of chlorofor... The reactants are CC(C)(C)c1ccc(C2CCNC2)cc1, CC(C)(C)C1CCC(=O)CC1, [BH3-]C#N, CO, [Cl-], [Cl-], [Na+], [Zn+2]. Product: CC(C)(C)c1ccc(C2CCN(C3CCC(C(C)(C)C)CC3)C2)cc1. RXN SMILES: [C:12]([CH3:13])([CH3:14])([CH3:15])[c:16]1[cH:17][cH:18][c:19]([CH:22]2[CH2:23][NH:24][CH2:25][CH2:26]2)[cH:20][cH:21]1.[C:1]([CH3:2])([CH3:3])([CH3:4])[CH:5]1[CH2:6][CH2:7][C:8](=[O:11])[CH2:9][CH2:10]1.[C:27]([BH3-:28])#[N:29].[CH3:31][OH:32].[Cl-:33].[Cl-:34].[Na+:30].[Zn+2:35]>>[C:1]([CH3:2])([CH3:3])([CH3:4])[CH:5]1[CH2:6][CH2:7][CH:8]([N:24]2[CH2:23][CH:22]([c:19]3[cH:18][cH:17][c:16]([C:12]([CH3:13])([CH3:14])[CH3:15])[cH:21][cH:20]3)[CH2:26][CH2:25]2)[CH2:9][CH2:10]1. Product: CC(O)c1ccc(CCBr)cc1. As a reaction SMILES: [Br-:12].[Br:1][CH2:2][CH2:3][c:4]1[cH:5][cH:6][c:7]([CH:8]=[O:9])[cH:10][cH:11]1.[CH3:13][Mg+:14].[CH3:16][CH2:17][O:18][C:19](=[O:20])[CH3:21].[CH3:27][CH2:28][O:29][CH2:30][CH3:31].[O:22]1[CH2:23][CH2:24][CH2:25][CH2:26]1.[OH2:15]>>[Br:1][CH2:2][CH2:3][c:4]1[cH:5][cH:6][c:7]([CH:8]([OH:9])[CH3:16])[cH:10][cH:11]1. The reactants are [Br-], O=Cc1ccc(CCBr)cc1, C[Mg+], CCOC(C)=O, CCOCC, C1CCOC1, O. Starting materials: COCOC (dimethoxymethane), C(C)(=O)Cl (acetyl chloride), CCN(C(C)C)C(C)C (DIPEA), OC1=C(C(=CC(=C1)O)O)C(C)=O (1-(2,4,6-trihydroxyphenyl)ethanone). Reagents/catalysts: [Br-].[Zn+2].[Br-] (zinc bromide). Solvent: C(Cl)Cl (DCM), C(Cl)Cl (DCM). Run at temperature 20 celsius, time 3 hour. The product is OC1=C(C(=CC(=C1)OCOC)OCOC)C(C)=O (1-[2-Hydroxy-4,6-bis(methoxymethoxy)phenyl]ethanone). Reaction SMILES: [CH3:1][O:2][CH2:3][O:4][CH3:5].[C:6](Cl)(=[O:8])C.[OH:10][C:11]1[CH:16]=C(O)[CH:14]=[C:13]([OH:18])[C:12]=1[C:19](=[O:21])[CH3:20].[CH3:22]CN(C(C)C)C(C)C>C(Cl)Cl.[Br-].[Zn+2].[Br-]>[OH:18][C:13]1[CH:14]=[C:1]([O:2][CH2:3][O:4][CH3:5])[CH:16]=[C:11]([O:10][CH2:22][O:8][CH3:6])[C:12]=1[C:19](=[O:21])[CH3:20] |f:5.6.7|. Procedure details: To a stirred solution of dimethoxymethane (66 mL, 745 mmol) and zinc bromide (0.5 g) in DCM (580 mL) was added drop wise acetyl chloride (53 mL, 745 mmol) during half an hour maintaining the temperature under 20° C. After stirring 3 hours at room temperature, the solution was diluted with DCM (1200 mL), then cooled at 5° C. before the portion wise addition of 1-(2,4,6-trihydroxyphenyl)ethanone (phloroacetophenone) (50 g, 208 mmol) followed by the drop wise addition of DIPEA (208 mL, 1.19 mol). T... Reactants: O=C1C(=CN=CN1)CC(=O)OCC (ethyl 2-(6-oxo-1,6-dihydropyrimidin-5-yl)acetate), O=P(Cl)(Cl)Cl (POCl3). The solvent is O (water). Yields the product ClC1=NC=NC=C1CC(=O)OCC (Ethyl 2-(4-chloropyrimidin-5-yl)acetate). The yield is 93.0%. RXN SMILES: O=[C:2]1[NH:7][CH:6]=[N:5][CH:4]=[C:3]1[CH2:8][C:9]([O:11][CH2:12][CH3:13])=[O:10].O=P(Cl)(Cl)[Cl:16]>O>[Cl:16][C:2]1[C:3]([CH2:8][C:9]([O:11][CH2:12][CH3:13])=[O:10])=[CH:4][N:5]=[CH:6][N:7]=1. Reported procedure: To ethyl 2-(6-oxo-1,6-dihydropyrimidin-5-yl)acetate (I107) (0.868 g, 4.77 mmol) was added POCl3 (6 mL) under an atmosphere of nitrogen and the resulting mixture was heated to reflux for 5 minutes and then cooled to room temperature. The reaction was slowly added to water (300 mL), the aqueous solution was extracted with DCM (3×100 mL), the combined organics were washed with brine (100 mL), dried (MgSO4), filtered and concentrated in vacuo to give the title compound (I108) (0.885 g, 93% yield) as... Starting materials: C(C)(C)C1=NNC2=NC=CC(=C21)N2C=NC(=C2)C=2C=NN(C2)C (3-Isopropyl-4-{4-(1-methyl-1H-pyrazol-4-yl)-1H-imidazol-1-yl}-1H-pyrazolo[3,4-b]pyridine), CNCCNC (N,N′-dimethylethylenediamine), C([O-])([O-])=O.[Cs+].[Cs+] (cesium carbonate), BrC1=CC(=C(C#N)C=C1)NCC (4-bromo-2-(ethylamino)benzonitrile). Reagents/catalysts: [Cu](I)I (copper iodide). Solvent: O1CCOCC1 (1,4-dioxane), C(Cl)(Cl)Cl (chloroform), O (water). Conditions: temperature 150 celsius, time 20 hour. Yields the product C(C)NC1=C(C#N)C=CC(=C1)N1N=C(C=2C1=NC=CC2N2C=NC(=C2)C=2C=NN(C2)C)C(C)C (2-(ethylamino)-4-{3-isopropyl-4-(4-(1-methyl-1H-pyrazol-4-yl)-1H-imidazol-1-yl)-1H-pyrazolo[3,4-b]pyridin-1-yl}benzonitrile). Yield: 76.9%. Reaction SMILES: [CH:1]([C:4]1[C:12]2[C:7](=[N:8][CH:9]=[CH:10][C:11]=2[N:13]2[CH:17]=[C:16]([C:18]3[CH:19]=[N:20][N:21]([CH3:23])[CH:22]=3)[N:15]=[CH:14]2)[NH:6][N:5]=1)([CH3:3])[CH3:2].C(=O)([O-])[O-].[Cs+].[Cs+].Br[C:31]1[CH:38]=[CH:37][C:34]([C:35]#[N:36])=[C:33]([NH:39][CH2:40][CH3:41])[CH:32]=1.CNCCNC>O1CCOCC1.[Cu](I)I.O.C(Cl)(Cl)Cl>[CH2:40]([NH:39][C:33]1[CH:32]=[C:31]([N:6]2[C:7]3=[N:8][CH:9]=[CH:10][C:11]([N:13]4[CH:17]=[C:16]([C:18]5[CH:19]=[N:20][N:21]([CH3:23])[CH:22]=5)[N:15]=[CH:14]4)=[C:12]3[C:4]([CH:1]([CH3:3])[CH3:2])=[N:5]2)[CH:38]=[CH:37][C:34]=1[C:35]#[N:36])[CH3:41] |f:1.2.3|. Procedure details: Compound (100b) (1.00 g), copper iodide (0.248 g), cesium carbonate (2.12 g), and 4-bromo-2-(ethylamino)benzonitrile (0.932 g) were suspended in 1,4-dioxane (10 mL), and N,N′-dimethylethylenediamine (0.560 mL) was added to the suspension, followed by stirring at 150° C. for 20 hr. The reaction solution was distributed between chloroform and water. The organic layer was washed with a 2 N aqueous sodium hydroxide solution and dried over magnesium sulfate, and then the solvent was distilled away. T...